describe an organic reaction: reactants, conditions, products, and yield From a dataset of the Open Reaction Database (ORD), a public repository of structured organic reaction records. The solvent is O (water), C(C)(=O)OCC (Ethyl acetate), CO (methanol). Reactants: N#N (N2), Cl.C(#N)C=1C=C(C=CC1OC)NN ((3-cyano-4-methoxyphenyl)hydrazine hydrochloride), CSC1=CC=C(C=C1)C=CC#N (3-[4-(methylthio)phenyl]acrylonitrile), C[O-].[Na+] (sodium methoxide). Reaction SMILES: Cl.[C:2]([C:4]1[CH:5]=[C:6]([NH:12][NH2:13])[CH:7]=[CH:8][C:9]=1[O:10][CH3:11])#[N:3].[CH3:14][S:15][C:16]1[CH:21]=[CH:20][C:19]([CH:22]=[CH:23][C:24]#[N:25])=[CH:18][CH:17]=1.C[O-].[Na+].N#N>CO.O.C(OCC)(=O)C>[C:2]([C:4]1[CH:5]=[C:6]([N:12]2[CH:22]([C:19]3[CH:20]=[CH:21][C:16]([S:15][CH3:14])=[CH:17][CH:18]=3)[CH2:23][C:24]([NH2:25])=[N:13]2)[CH:7]=[CH:8][C:9]=1[O:10][CH3:11])#[N:3] |f:0.1,3.4|. The yield is 90.1%. Procedure: A stirred mixture of (3-cyano-4-methoxyphenyl)hydrazine hydrochloride (3.7 g), 3-[4-(methylthio)phenyl]acrylonitrile (2.3 g) and sodium methoxide (0.9 g) in methanol 13 ml was gradually heated to 140° C. under atmospheric pressure and N2 atmosphere, and continued to heat for 8 hours at 140° C. Ethyl acetate and water were added to the reaction mixture. The organic layer was separated, washed with brine, dried over magnesium sulfate, and concentrated under reduced pressure to give crude 1-(3-cyan... Reaction conditions: temperature 140 celsius. Yields the product C(#N)C=1C=C(C=CC1OC)N1N=C(CC1C1=CC=C(C=C1)SC)N (1-(3-cyano-4-methoxyphenyl)-5-[4-(methylthio)-phenyl]-2-pyrazoline-3-amine).